Task: describe an organic reaction: reactants, conditions, products, and yield. Dataset: the Open Reaction Database (ORD), a public repository of structured organic reaction records Starting materials: CN(C)C(=NS(C)(=O)=O)c1ccc(NC(=O)C2CCCN2)cc1, O=C=Nc1ccc(Cl)cc1, ClCCl, Cl. The product is CN(C)C(=NS(C)(=O)=O)c1ccc(NC(=O)C2CCCN2C(=O)Nc2ccc(Cl)cc2)cc1. RXN SMILES: [CH3:1][N:2]([C:3](=[N:4][S:5](=[O:6])(=[O:7])[CH3:8])[c:9]1[cH:10][cH:11][c:12]([NH:15][C:16](=[O:17])[CH:18]2[NH:19][CH2:20][CH2:21][CH2:22]2)[cH:13][cH:14]1)[CH3:23].[Cl:25][c:26]1[cH:27][cH:28][c:29]([N:32]=[C:33]=[O:34])[cH:30][cH:31]1.[Cl:35][CH2:36][Cl:37].[ClH:24]>>[CH3:1][N:2]([C:3](=[N:4][S:5](=[O:6])(=[O:7])[CH3:8])[c:9]1[cH:10][cH:11][c:12]([NH:15][C:16](=[O:17])[CH:18]2[N:19]([C:33]([NH:32][c:29]3[cH:28][cH:27][c:26]([Cl:25])[cH:31][cH:30]3)=[O:34])[CH2:20][CH2:21][CH2:22]2)[cH:13][cH:14]1)[CH3:23]. Starting materials: O=C([O-])O, CC(C)=O, Cl, [Na+], CC(O)c1cnc(C2OCCO2)s1. Yields the product CC(O)c1cnc(C=O)s1. RXN SMILES: [C:15](=[O:16])([O-:17])[OH:18].[CH3:20][C:21](=[O:22])[CH3:23].[ClH:14].[Na+:19].[O:1]1[CH:2]([c:6]2[s:7][c:8]([CH:11]([CH3:12])[OH:13])[cH:9][n:10]2)[O:5][CH2:4][CH2:3]1>>[O:1]=[CH:2][c:6]1[s:7][c:8]([CH:11]([CH3:12])[OH:13])[cH:9][n:10]1. Starting materials: [Si](C)(C)(C(C)(C)C)O[C@@H]1C=C2C=C[C@@H]([C@@H]([C@H]2[C@H](C1)OC(C(CC)OC1=C(C=C(C=C1)C)C)=O)CC[C@@H]1C[C@H](CC(O1)=O)O[Si](C)(C)C(C)(C)C)C ((4R,6R)-6-([1S,2S,6S,8S,8aR]-2-{1,2,6,7,8,8a-Hexahydro-6-t-butyldimethylsilyloxy-8-[(2RS)-2-(2,4-dimethylphenoxy)butyryloxy]-2-methyl-1-naphthyl}ethyl)tetrahydro-4-t-butyldimethylsilyloxy-2H-pyran-2-one), solution, [F-].C(CCC)[N+](CCCC)(CCCC)CCCC (tetrabutylammonium fluoride). Run in O1CCCC1 (tetrahydrofuran). The product is O[C@@H]1C=C2C=C[C@@H]([C@@H]([C@H]2[C@H](C1)OC(C(CC)OC1=C(C=C(C=C1)C)C)=O)CC[C@@H]1C[C@H](CC(O1)=O)O)C ((4R,6R)-6-([1S,2S,6S,8S,8aR]-2-{1,2,6,7,8,8a-Hexahydro-6-hydroxy-8-[(2RS)-2-(2,4-dimethylphenoxy)butyryloxy]-2-methyl-1-naphthyl}ethyl)tetrahydro-4-hydroxy-2H-pyran-2-one). The yield is 22.4%. Reaction SMILES: [Si]([O:8][C@H:9]1[CH2:18][C@H:17]([O:19][C:20](=[O:33])[CH:21]([O:24][C:25]2[CH:30]=[CH:29][C:28]([CH3:31])=[CH:27][C:26]=2[CH3:32])[CH2:22][CH3:23])[C@H:16]2[C:11]([CH:12]=[CH:13][C@H:14]([CH3:51])[C@@H:15]2[CH2:34][CH2:35][C@H:36]2[O:41][C:40](=[O:42])[CH2:39][C@H:38]([O:43][Si](C(C)(C)C)(C)C)[CH2:37]2)=[CH:10]1)(C(C)(C)C)(C)C.[F-].C([N+](CCCC)(CCCC)CCCC)CCC>O1CCCC1>[OH:8][C@H:9]1[CH2:18][C@H:17]([O:19][C:20](=[O:33])[CH:21]([O:24][C:25]2[CH:30]=[CH:29][C:28]([CH3:31])=[CH:27][C:26]=2[CH3:32])[CH2:22][CH3:23])[C@H:16]2[C:11]([CH:12]=[CH:13][C@H:14]([CH3:51])[C@@H:15]2[CH2:34][CH2:35][C@H:36]2[O:41][C:40](=[O:42])[CH2:39][C@H:38]([OH:43])[CH2:37]2)=[CH:10]1 |f:1.2|. Procedure details: A procedure similar to that described in Example 2, above, was followed, but using 1.16 g of (4R,6R)-6-([1S,2S,6S,8S,8aR]-2-{1,2,6,7,8,8a-hexahydro-6-t-butyldimethylsilyloxy-8-[(2RS)-2-(2,4-dimethylphenoxy)butyryloxy]-2-methyl-1-naphthyl}ethyl)tetrahydro-4-t-butyldimethylsilyloxy-2H-pyran-2-one [prepared as described in Example 70, above] and 37.6 ml of a 1.0 molar solution of tetrabutylammonium fluoride in tetrahydrofuran, to give 180 mg of the title compound as white crystals, melting at betwe... Starting materials: CC1=CC(OC=2CCCC(C12)=O)=O (4-methyl- 5,6,7,8-tetrahydro-cumarin-5-one), C(CCC)N (n-butylamine). Product: C(CCC)N1C(C=C(C=2C(CCCC12)=O)C)=O (1-n-Butyl-4-methyl-7,8-dihydro-2,5(1H,6H)-quinolinedione). As a reaction SMILES: [CH3:1][C:2]1[C:11]2[C:10](=O)[CH2:9][CH2:8][CH2:7][C:6]=2[O:5][C:4](=[O:13])[CH:3]=1.[CH2:14]([NH2:18])[CH2:15][CH2:16][CH3:17]>>[CH2:14]([N:18]1[C:10]2[CH2:9][CH2:8][CH2:7][C:6](=[O:5])[C:11]=2[C:2]([CH3:1])=[CH:3][C:4]1=[O:13])[CH2:15][CH2:16][CH3:17]. Procedure: Prepared analogously to Example 5(b) from 4-methyl- 5,6,7,8-tetrahydro-cumarin-5-one and n-butylamine. Starting materials: P(=O)(=O)CC1=NC=CC=N1 (phosphomethylpyrimidine), P(O)(=O)(OP(=O)(O)OP(=O)(O)O)OC[C@@H]1[C@H]([C@H]([C@@H](O1)N1C=NC=2C(N)=NC=NC12)O)O.NC1=NC(=NC=C1CP(=O)=O)C (ATP 4-amino-2-methyl-5-phosphomethylpyrimidine). Product: P(O)(=O)(OP(=O)(O)O)OC[C@@H]1[C@H]([C@H]([C@@H](O1)N1C=NC=2C(N)=NC=NC12)O)O.NC1=NC(=NC=C1CP(=O)(O)OP(=O)(O)O)C (ADP 4-amino-2-methyl-5-diphosphomethylpyrimidine). Reaction SMILES: P(CC1N=CC=CN=1)(=O)=O.[P:11]([O:23][CH2:24][C@H:25]1[O:29][C@@H:28]([N:30]2[C:39]3[N:38]=[CH:37][N:36]=[C:34]([NH2:35])[C:33]=3[N:32]=[CH:31]2)[C@H:27]([OH:40])[C@@H:26]1[OH:41])([O:14][P:15]([O:18]P(O)(O)=O)([OH:17])=[O:16])(=[O:13])[OH:12].[NH2:42][C:43]1[C:48]([CH2:49][P:50](=[O:52])=[O:51])=[CH:47][N:46]=[C:45]([CH3:53])[N:44]=1>>[P:11]([O:23][CH2:24][C@H:25]1[O:29][C@@H:28]([N:30]2[C:39]3[N:38]=[CH:37][N:36]=[C:34]([NH2:35])[C:33]=3[N:32]=[CH:31]2)[C@H:27]([OH:40])[C@@H:26]1[OH:41])([O:14][P:15]([OH:17])([OH:18])=[O:16])(=[O:12])[OH:13].[NH2:42][C:43]1[C:48]([CH2:49][P:50]([O:13][P:11]([OH:23])([OH:14])=[O:12])([OH:52])=[O:51])=[CH:47][N:46]=[C:45]([CH3:53])[N:44]=1 |f:1.2,3.4|. Procedure: As noted above, in bacteria and fungi, phosphomethylpyrimidine kinase; (EC 2.7.4.7) catalyzes the reaction of ATP+4-amino-2-methyl-5-phosphomethylpyrimidine to produce ADP+4-amino-2-methyl-5-diphosphomethylpyrimidine; thiamine-phosphate diphosphorylase; (EC 2.5.1.3) catalyzes the reaction of 2-methyl-4-amino-5-hydroxymethylpyrimidine diphosphate+4-methyl-5-(2-phosphono-oxyethyl)thiazole to produce diphosphate+thiamine monophosphate; (EC 3.1.3.-) catalyzes the reaction of thiamine monophosphate t... Starting materials: O=C(OO)c1cccc(Cl)c1, ClCc1ccc(Cl)nc1, ClCCl. The product is [O-][n+]1cc(CCl)ccc1Cl. RXN SMILES: [Cl:10][c:11]1[cH:12][c:13]([C:18](=[O:15])[O:19][OH:20])[cH:14][cH:16][cH:17]1.[Cl:1][c:2]1[n:3][cH:4][c:5]([CH2:8][Cl:9])[cH:6][cH:7]1.[Cl:21][CH2:22][Cl:23]>>[Cl:1][c:2]1[n+:3]([O-:15])[cH:4][c:5]([CH2:8][Cl:9])[cH:6][cH:7]1. Reactants: CCNC1CCN(C(=O)OCC)CC1C, [Na+], [OH-]. The product is CCNC1CCNCC1C. Reaction SMILES: [C:1]([O:2][CH2:3][CH3:4])(=[O:5])[N:6]1[CH2:7][CH:8]([CH3:15])[CH:9]([NH:12][CH2:13][CH3:14])[CH2:10][CH2:11]1.[Na+:17].[OH-:16]>>[NH:6]1[CH2:7][CH:8]([CH3:15])[CH:9]([NH:12][CH2:13][CH3:14])[CH2:10][CH2:11]1. Starting materials: FC1=CC=C(C=C1)C1(OC(C2=C1C=CC=C2)=O)C(=O)N (1-(4-Fluorophenyl)-3-oxo-1,3-dihydro-2-benzofuran-1-carboxamide), CC(CN)(C)N (2-methyl-1,2-diaminopropane), C1(=CC=CC=C1)C (toluene). Run in O (water). The product is FC1=CC=C(C=C1)C1(C=2N(C(C=3C=CC=CC13)=O)CC(N2)(C)C)O (10-(4-Fluorophenyl)-10-hydroxy-2,2-dimethyl-2,10-dihydroimidazo[1,2-b]isoquinolin-5(3H)-one). RXN SMILES: [F:1][C:2]1[CH:7]=[CH:6][C:5]([C:8]2([C:18]([NH2:20])=O)[C:12]3[CH:13]=[CH:14][CH:15]=[CH:16][C:11]=3[C:10](=[O:17])[O:9]2)=[CH:4][CH:3]=1.[CH3:21][C:22]([NH2:26])([CH3:25])[CH2:23]N.C1(C)C=CC=CC=1>O>[F:1][C:2]1[CH:3]=[CH:4][C:5]([C:8]2([OH:9])[C:12]3[CH:13]=[CH:14][CH:15]=[CH:16][C:11]=3[C:10](=[O:17])[N:20]3[CH2:21][C:22]([CH3:25])([CH3:23])[N:26]=[C:18]23)=[CH:6][CH:7]=1. Procedure: A mixture of 1-(4-fluorophenyl)-3-oxo-1,3-dihydro-2-benzofuran-1-carboxamide (25 g) (Step 1 of Example 2), 2-methyl-1,2-diaminopropane (40 mL), and toluene (125 mL) was heated at reflux for 18 h in a flask equipped with a water separator. The mixture was cooled to ambient temperature and extracted with water. The organic phase was dried over anhydrous magnesium sulfate and evaporated to dryness. The residue was slurried with ethanol. The solid was collected by filtration and dried to give the ti...